Dataset: the Open Reaction Database (ORD), a public repository of structured organic reaction records. Task: describe an organic reaction: reactants, conditions, products, and yield Starting materials: NC1=C(C=CC=C1)S (o-aminothiophenol), [OH-].[Na+] (NaOH), CC=1C=CC(=CC1)C(=O)O (p-toluic acid), polyphosphoric acid. The solvent is O (water). Run at temperature 100 celsius, time 4 hour. The product is S1C(=NC2=C1C=CC=C2)C2=CC=C(C=C2)C (4-(benzothiazol-2-yl) toluene). The yield is 76.3%. RXN SMILES: [NH2:1][C:2]1[CH:7]=[CH:6][CH:5]=[CH:4][C:3]=1[SH:8].[CH3:9][C:10]1[CH:11]=[CH:12][C:13]([C:16](O)=O)=[CH:14][CH:15]=1.[OH-].[Na+]>O>[S:8]1[C:3]2[CH:4]=[CH:5][CH:6]=[CH:7][C:2]=2[N:1]=[C:9]1[C:10]1[CH:11]=[CH:12][C:13]([CH3:16])=[CH:14][CH:15]=1 |f:2.3|. Procedure: 125 g (1 mol) of o-aminothiophenol, 136 g (1 mol) of p-toluic acid and 600 g of polyphosphoric acid were admixed and stirred into nitrogen gas at 170°-200° C. for 4 hours. After the reaction mixture was cooled to 100° C., it was poured in 5 l of water. The mixture was adjusted to pH 5 with NaOH and the resulting crystals were filtered off, whereupon 220 g of 4-(benzothiazol-2-yl) toluene was obtained as crude crystals. Recrystallization from n-hexane gave 172 g of pure product as colorless prism... Reactants: O1C(C=O)C1C=1SC(=CC1)Cl ((2RS,3SR)-2,3-epoxy-3-(5-chlorothiophen-2-yl)-propanal), C(=O)P(C1=CC=CC=C1)(C1=CC=CC=C1)C1=CC=CC=C1 (formyltriphenylphosphorane), C1=CC=CC=C1 (benzene). Run at time 4 hour. Yields the product O1C(C=CC=O)C1C=1SC(=CC1)Cl ((4RS,5SR)-4,5-Epoxy-5-(5-chlorothiophen-2-yl)-pent-2-enal). As a reaction SMILES: [O:1]1[CH:5]([C:6]2[S:7][C:8]([Cl:11])=[CH:9][CH:10]=2)[CH:2]1[CH:3]=O.C(P(C1C=CC=CC=1)(C1C=CC=CC=1)C1C=CC=CC=1)=[O:13].[CH:33]1[CH:38]=CC=CC=1>>[O:1]1[CH:5]([C:6]2[S:7][C:8]([Cl:11])=[CH:9][CH:10]=2)[CH:2]1[CH:3]=[CH:38][CH:33]=[O:13]. Reported procedure: A mixture of 0.4 g of crude (2RS,3SR)-2,3-epoxy-3-(5-chlorothiophen-2-yl)-propanal according to e) and 0.5 g of formyltriphenylphosphorane in 15 ml of benzene is stirred at room temperature for 4 hours. The clear solution is decanted off from the undissolved material and concentrated by evaporation. The residue is taken up in ether, decanted off from the undissolved material and again concentrated by evaporation. Chromatography with ether/hexane (2:1) on silica gel yields the title compound in t... Reaction SMILES: [F:1][C:2]([F:44])([F:43])[C:3]1[CH:4]=[C:5]([CH:36]=[C:37]([C:39]([F:42])([F:41])[F:40])[CH:38]=1)[CH2:6][N:7]([CH2:14][C:15]1[C:16]([N:27]([CH2:30][CH:31]2[CH2:35][CH2:34][CH2:33][CH2:32]2)[CH2:28][CH3:29])=[N:17][C:18]2[C:23]([CH:24]=1)=[CH:22][CH:21]=C(C#N)[CH:19]=2)[C:8]1[N:9]=[N:10][N:11]([CH3:13])[N:12]=1.[Li+].[OH-:46].[CH3:47][CH2:48][OH:49]>Cl.C(OCC)(=O)C>[F:1][C:2]([F:44])([F:43])[C:3]1[CH:4]=[C:5]([CH:36]=[C:37]([C:39]([F:42])([F:41])[F:40])[CH:38]=1)[CH2:6][N:7]([CH2:14][C:15]1[C:16]([N:27]([CH2:30][CH:31]2[CH2:35][CH2:34][CH2:33][CH2:32]2)[CH2:28][CH3:29])=[N:17][C:18]2[C:23]([CH:24]=1)=[CH:22][CH:21]=[C:47]([C:48]([OH:46])=[O:49])[CH:19]=2)[C:8]1[N:9]=[N:10][N:11]([CH3:13])[N:12]=1 |f:1.2|. Solvent: Cl (HCl), C(C)(=O)OCC (ethyl acetate). The product is FC(C=1C=C(CN(C=2N=NN(N2)C)CC=2C(=NC3=CC(=CC=C3C2)C(=O)O)N(CC)CC2CCCC2)C=C(C1)C(F)(F)F)(F)F (3-({N-[3,5-bis(trifluoromethyl)benzyl]-N-(2-methyl-2H-tetrazol-5-yl)amino}methyl)-2-[N′-(cyclopentylmethyl)-N′-ethylamino]quinoline-7-carboxylic acid). Reactants: FC(C=1C=C(CN(C=2N=NN(N2)C)CC=2C(=NC3=CC(=CC=C3C2)C#N)N(CC)CC2CCCC2)C=C(C1)C(F)(F)F)(F)F (3-({N-[3,5-bis(trifluoromethyl)benzyl]-N-(2-methyl-2H-tetrazol-5-yl)amino}methyl)-2-[N′-(cyclopentylmethyl)-N′-ethylamino]quinoline-7-carbonitrile), [Li+].[OH-] (LiOH), CCO (EtOH). Procedure details: A suspension of 3-({N-[3,5-bis(trifluoromethyl)benzyl]-N-(2-methyl-2H-tetrazol-5-yl)amino}methyl)-2-[N′-(cyclopentylmethyl)-N′-ethylamino]quinoline-7-carbonitrile (40 mg, 0.06 mmol) and 2N LiOH aq. (2.0 mL) in EtOH (2 mL) is stirred and refluxed for 2 hours. The reaction mixture is cooled to room temperature and then diluted with 1N HCl and ethyl acetate. The organic layer is washed with brine, dried over magnesium sulfate, filtered and concentrated to give 3-({N-[3,5-bis(trifluoromethyl)benzyl]... Reactants: COc1ccc(C(=O)Cl)cc1, CNCCN(C)CCC(c1ccccc1)c1ccccc1, Cl, Cl, O, c1ccncc1. The product is COc1ccc(C(=O)N(C)CCN(C)CCC(c2ccccc2)c2ccccc2)cc1. Reaction SMILES: [CH3:30][O:31][c:32]1[cH:33][cH:34][c:35]([C:36](=[O:37])[Cl:38])[cH:39][cH:40]1.[CH3:3][NH:4][CH2:5][CH2:6][N:7]([CH2:8][CH2:9][CH:10]([c:11]1[cH:12][cH:13][cH:14][cH:15][cH:16]1)[c:17]1[cH:18][cH:19][cH:20][cH:21][cH:22]1)[CH3:23].[ClH:1].[ClH:2].[OH2:41].[cH:24]1[cH:25][cH:26][n:27][cH:28][cH:29]1>>[CH3:3][N:4]([CH2:5][CH2:6][N:7]([CH2:8][CH2:9][CH:10]([c:11]1[cH:12][cH:13][cH:14][cH:15][cH:16]1)[c:17]1[cH:18][cH:19][cH:20][cH:21][cH:22]1)[CH3:23])[C:36]([c:35]1[cH:34][cH:33][c:32]([O:31][CH3:30])[cH:40][cH:39]1)=[O:37]. Product: COc1ncc(-c2cc(-c3nnc(CN4CC(C)OC(C)C4)o3)c3cnn(S(=O)(=O)c4ccccc4)c3c2)cc1NS(C)(=O)=O. Starting materials: COc1ncc(-c2cc(-c3nnc(CN4CC(C)OC(C)C4)o3)c3cnn(S(=O)(=O)c4ccccc4)c3c2)cc1N, CS(=O)(=O)Cl, O, c1ccncc1. RXN SMILES: [CH3:1][CH:2]1[O:3][CH:4]([CH3:41])[CH2:5][N:6]([CH2:8][c:9]2[n:10][n:11][c:12](-[c:14]3[c:15]4[cH:16][n:17][n:18]([S:32](=[O:33])(=[O:34])[c:35]5[cH:36][cH:37][cH:38][cH:39][cH:40]5)[c:19]4[cH:20][c:21](-[c:23]4[cH:24][c:25]([NH2:31])[c:26]([O:29][CH3:30])[n:27][cH:28]4)[cH:22]3)[o:13]2)[CH2:7]1.[CH3:42][S:43]([Cl:44])(=[O:45])=[O:46].[OH2:47].[cH:48]1[cH:49][cH:50][n:51][cH:52][cH:53]1>>[CH3:1][CH:2]1[O:3][CH:4]([CH3:41])[CH2:5][N:6]([CH2:8][c:9]2[n:10][n:11][c:12](-[c:14]3[c:15]4[cH:16][n:17][n:18]([S:32](=[O:33])(=[O:34])[c:35]5[cH:36][cH:37][cH:38][cH:39][cH:40]5)[c:19]4[cH:20][c:21](-[c:23]4[cH:24][c:25]([NH:31][S:43]([CH3:42])(=[O:45])=[O:46])[c:26]([O:29][CH3:30])[n:27][cH:28]4)[cH:22]3)[o:13]2)[CH2:7]1.